Dataset: the Open Reaction Database (ORD), a public repository of structured organic reaction records. Task: describe an organic reaction: reactants, conditions, products, and yield Reactants: Cc1cc(N2CCC(CN3CCCC3C)C2)ccc1N, COc1ccc2cc(C(=O)O)oc2c1. Product: COc1ccc2cc(C(=O)Nc3ccc(N4CCC(CN5CCCC5C)C4)cc3C)oc2c1. As a reaction SMILES: [CH3:1][c:2]1[c:3]([NH2:20])[cH:4][cH:5][c:6]([N:8]2[CH2:9][CH:10]([CH2:13][N:14]3[CH:15]([CH3:19])[CH2:16][CH2:17][CH2:18]3)[CH2:11][CH2:12]2)[cH:7]1.[CH3:21][O:22][c:23]1[cH:24][c:25]2[c:26]([cH:27][c:28]([C:30](=[O:31])[OH:32])[o:29]2)[cH:33][cH:34]1>>[CH3:1][c:2]1[c:3]([NH:20][C:30]([c:28]2[cH:27][c:26]3[c:25]([cH:24][c:23]([O:22][CH3:21])[cH:34][cH:33]3)[o:29]2)=[O:31])[cH:4][cH:5][c:6]([N:8]2[CH2:9][CH:10]([CH2:13][N:14]3[CH:15]([CH3:19])[CH2:16][CH2:17][CH2:18]3)[CH2:11][CH2:12]2)[cH:7]1. Reactants: C(CCCCCCC)N=C(C1=CC=C(C=C1)Cl)Cl (N-octyl 4-chlorobenzimidoyl chloride), ClS(=O)(=O)O (chlorosulfonic acid), CN1C(=CC(=C1)C)CC(=O)OC (methyl 1,4-dimethyl-1H-pyrrole-2-acetate), Cl(=O)(=O)(=O)O (perchloric acid). Yields the product Cl(=O)(=O)(=O)O.ClC1=CC=C(C=C1)C(C1=C(C=C(N1C)CC(=O)OC)C)=NCCCCCCCC (Methyl 5-[(4-chlorophenyl)(octylimino)methyl]-1,4-dimethyl-1H-pyrrole-2-acetate Perchlorate), red viscous oil. Isolated yield 77.0%. Reaction SMILES: [CH2:1]([N:9]=[C:10](Cl)[C:11]1[CH:16]=[CH:15][C:14]([Cl:17])=[CH:13][CH:12]=1)[CH2:2][CH2:3][CH2:4][CH2:5][CH2:6][CH2:7][CH3:8].ClS(O)(=O)=O.[CH3:24][N:25]1[CH:29]=[C:28]([CH3:30])[CH:27]=[C:26]1[CH2:31][C:32]([O:34][CH3:35])=[O:33].[Cl:36]([OH:40])(=[O:39])(=[O:38])=[O:37]>>[Cl:36]([OH:40])(=[O:39])(=[O:38])=[O:37].[Cl:17][C:14]1[CH:15]=[CH:16][C:11]([C:10](=[N:9][CH2:1][CH2:2][CH2:3][CH2:4][CH2:5][CH2:6][CH2:7][CH3:8])[C:29]2[N:25]([CH3:24])[C:26]([CH2:31][C:32]([O:34][CH3:35])=[O:33])=[CH:27][C:28]=2[CH3:30])=[CH:12][CH:13]=1 |f:4.5|. Procedure: The title compound was prepared as in Example X from N-octyl 4-chlorobenzimidoyl chloride (1.44 g, 5 mmole), chlorosulfonic acid (0.58 g, 0.5 mmole), methyl 1,4-dimethyl-1H-pyrrole-2-acetate (0.84 g, 5 mmole), and 70% perchloric acid (0.79 g, 5.5 mmole) to yield 1.99 g (77%) of a red viscous oil.